Task: describe an organic reaction: reactants, conditions, products, and yield. Dataset: the Open Reaction Database (ORD), a public repository of structured organic reaction records The reactants are C(C)C1C=2N(C3=CC=C(C=C3N1S(=O)(=O)C1=CC(=C(C=C1)O)C)F)C=CC2 (4-[(4-ethyl-7-fluoropyrrolo[1,2-a]quinoxalin-5-(4H)-yl)sulfonyl]-2-methylphenol), BrN1C(CCC1=O)=O (N-bromosuccinimide). The solvent is C(Cl)Cl (methylene chloride), C(Cl)Cl (methylene chloride). Reaction conditions: temperature -78 celsius, time 1 hour. Yields the product BrC1=CC=C2N1C1=CC=C(C=C1N(C2CC)S(=O)(=O)C2=CC(=C(C=C2)O)C)F (4-[(1-bromo-4-ethyl-7-fluoropyrrolo[1,2-a]quinoxalin-5-(4H)-yl)sulfonyl]-2-methylphenol). Isolated yield 68.8%. RXN SMILES: [CH2:1]([CH:3]1[N:12]([S:13]([C:16]2[CH:21]=[CH:20][C:19]([OH:22])=[C:18]([CH3:23])[CH:17]=2)(=[O:15])=[O:14])[C:11]2[C:6](=[CH:7][CH:8]=[C:9]([F:24])[CH:10]=2)[N:5]2[CH:25]=[CH:26][CH:27]=[C:4]12)[CH3:2].[Br:28]N1C(=O)CCC1=O>C(Cl)Cl>[Br:28][C:25]1[N:5]2[C:6]3[C:11]([N:12]([S:13]([C:16]4[CH:21]=[CH:20][C:19]([OH:22])=[C:18]([CH3:23])[CH:17]=4)(=[O:15])=[O:14])[CH:3]([CH2:1][CH3:2])[C:4]2=[CH:27][CH:26]=1)=[CH:10][C:9]([F:24])=[CH:8][CH:7]=3. Procedure details: To a 50 ml round bottom flask with addition funnel was added 30 ml of methylene chloride and 0.38 g (1 mmol) of the product from Example 19. The flask was cooled to −78° C. and a solution of 0.18 g (1 mmol) of N-bromosuccinimide in 10 ml of methylene chloride was slowly added via addition funnel. After addition was complete, the reaction was allowed to stir at this temperature for 1 hr, then cooling removed. When the reaction had warmed to room temperature it was extracted with 20 ml of saturate... The reactants are C(C)OC(CC=1N=C(SC1)C1=C(C=CC=C1)O)=O (2-(2-Hydroxyphenyl)-4-thiazoleacetic Acid Ethyl Ester), OC=1C=C(C=CC1)C(N)=S (3 -Hydroxybenzenecarbothioamide), ClCC(CC(=O)OCC)=O (ethyl 4 -chloroacetoacetate). The solvent is C1CCOC1 (THF). The product is C(C)OC(CC=1N=C(SC1)C1=CC(=CC=C1)O)=O (2-(3-Hydroxyphenyl)-4-thiazoleacetic Acid Ethyl Ester). Yield: 78.0%. As a reaction SMILES: [CH2:1]([O:3][C:4](=[O:18])[CH2:5][C:6]1[N:7]=[C:8]([C:11]2[CH:16]=[CH:15][CH:14]=[CH:13][C:12]=2O)[S:9][CH:10]=1)[CH3:2].[OH:19]C1C=C(C(=S)N)C=CC=1.ClCC(=O)CC(OCC)=O>C1COCC1>[CH2:1]([O:3][C:4](=[O:18])[CH2:5][C:6]1[N:7]=[C:8]([C:11]2[CH:16]=[CH:15][CH:14]=[C:13]([OH:19])[CH:12]=2)[S:9][CH:10]=1)[CH3:2]. Procedure details: The procedure used for the preparation of 4a was repeated with 3-hydroxybenzenecarbothioamide 3d (1.53 g, 10.0 mmol ) and ethyl 4 -chloroacetoacetate (1.65 g, 10.0 mmol) in dry THF (20 mL) to give 4d (2.04 g, 78%) as a white solid after chromatographic purification on silica gel (gradient EtOAc/hexane: 30-40%) and recrystallization from EtOAc/hexane. mp 95.5°-97.2° C.; IR (KBr) 3112, 1727, 1278 cm-1 ; 1H NMR (DMSO-d6) δ1.15 (3H, t, J=7.0 Hz, CH3), 3.81 (2H, s, CH2), 4.07 (2H, g, J=7.0 Hz, CH2), ... Starting materials: [Cl-].[Na+] (sodium chloride), ClC1=CC(=C(OC[C@@H](COC=2C=C(C=CC2)C[C@@H](C(=O)OCC)OC(C)C)O)C=C1)C#N (ethyl (2S)-3-{3-[(2R)-3-(4-chloro-2-cyanophenoxy)-2-hydroxypropoxy]phenyl}-2-isopropoxypropionate), O (water), C(C)N(CC)S(F)(F)F (diethylaminosulfur trifluoride). Run in ClCCl (dichloromethane). The product is ClC1=CC(=C(OC[C@H](COC=2C=C(C=CC2)C[C@@H](C(=O)OCC)OC(C)C)F)C=C1)C#N (ethyl (2S)-3-[3-[(2S)-3-(4-chloro-2-cyanophenoxy)-2-fluoropropoxy]phenyl]-2-isopropoxypropionate). RXN SMILES: [Cl:1][C:2]1[CH:30]=[CH:29][C:5]([O:6][CH2:7][C@H:8](O)[CH2:9][O:10][C:11]2[CH:12]=[C:13]([CH2:17][C@H:18]([O:24][CH:25]([CH3:27])[CH3:26])[C:19]([O:21][CH2:22][CH3:23])=[O:20])[CH:14]=[CH:15][CH:16]=2)=[C:4]([C:31]#[N:32])[CH:3]=1.C(N(S(F)(F)[F:39])CC)C.O.[Cl-].[Na+]>ClCCl>[Cl:1][C:2]1[CH:30]=[CH:29][C:5]([O:6][CH2:7][C@@H:8]([F:39])[CH2:9][O:10][C:11]2[CH:12]=[C:13]([CH2:17][C@H:18]([O:24][CH:25]([CH3:27])[CH3:26])[C:19]([O:21][CH2:22][CH3:23])=[O:20])[CH:14]=[CH:15][CH:16]=2)=[C:4]([C:31]#[N:32])[CH:3]=1 |f:3.4|. Procedure: 65.3 g of ethyl (2S)-3-{3-[(2R)-3-(4-chloro-2-cyanophenoxy)-2-hydroxypropoxy]phenyl}-2-isopropoxypropionate was dissolved in 1.3L of dichloromethane, which was then cooled to −68° C. Then 54 mL of diethylaminosulfur trifluoride was added, followed by stirring at room temperature for 4 days. The reaction mixture was cooled with ice, to which water (1 L) and a saturated sodium chloride solution (1 L) were then added, followed by extraction with ethyl acetate (4 L). The organic layer was washed wit... Reaction conditions: temperature -68 celsius, time 4 day. The reactants are CC(C)C[AlH]CC(C)C (DIBAL-H), C(C)(C)(C)C1=CC=C(C=C1)C1=CC=C(C=C1)/C(=C/C(=O)OCC)/C ((E)-ethyl 3-(4′-tert-butyl-biphenyl-4-yl)-but-2-enoate). Yields the product C(C)(C)(C)C1=CC=C(C=C1)C1=CC=C(C=C1)/C(=C/CO)/C ((E)-3-(4′-tert-butyl-biphenyl-4-yl)-but-2-en-1-ol). Reaction SMILES: CC(C[AlH]CC(C)C)C.[C:10]([C:14]1[CH:19]=[CH:18][C:17]([C:20]2[CH:25]=[CH:24][C:23](/[C:26](/[CH3:33])=[CH:27]/[C:28](OCC)=[O:29])=[CH:22][CH:21]=2)=[CH:16][CH:15]=1)([CH3:13])([CH3:12])[CH3:11]>>[C:10]([C:14]1[CH:19]=[CH:18][C:17]([C:20]2[CH:21]=[CH:22][C:23](/[C:26](/[CH3:33])=[CH:27]/[CH2:28][OH:29])=[CH:24][CH:25]=2)=[CH:16][CH:15]=1)([CH3:13])([CH3:11])[CH3:12]. Reported procedure: The colourless gum (E)-3-(4′-tert-butyl-biphenyl-4-yl)-but-2-en-1-ol was prepared by DIBAL-H reduction of (E)-ethyl 3-(4′-tert-butyl-biphenyl-4-yl)-but-2-enoate by a procedure analogous to that described in example 52b. Starting materials: [OH-].[Li+] (lithium hydroxide), [N+](=O)([O-])C1=CC=C(C(=O)O[C@@H]2C[C@H](C3=C2N=CN=C3N3CCN(CCC3)C([C@H](CN(C(C)C)C(=O)OC(C)(C)C)C3=CC=C(C=C3)Cl)=O)C)C=C1 ((5R,7R)-4-(4-((S)-3-(tert-butoxycarbonyl(isopropyl)amino)-2-(4-chlorophenyl)propanoyl)-1,4-diazepan-1-yl)-5-methyl-6,7-dihydro-5H-cyclopenta[d]pyrimidin-7-yl 4-nitrobenzoate), resultant mixture. Run in CCOC(=O)C (EtOAc), C1CCOC1.O (THF water). Conditions: time 16 hour. Yields the product Cl.Cl.ClC1=CC=C(C=C1)[C@H](C(=O)N1CCN(CCC1)C=1C2=C(N=CN1)[C@@H](C[C@H]2C)O)CNC(C)C ((S)-2-(4-chlorophenyl)-1-(4-((5R,7R)-7-hydroxy-5-methyl-6,7-dihydro-5H-cyclopenta[d]pyrimidin-4-yl)-1,4-diazepan-1-yl)-3-(isopropylamino)propan-1-one dihydrochloride). The yield is 231.4%. Reaction SMILES: [N+](C1C=CC(C([O:10][C@H:11]2[C:15]3[N:16]=[CH:17][N:18]=[C:19]([N:20]4[CH2:26][CH2:25][CH2:24][N:23]([C:27](=[O:48])[C@@H:28]([C:41]5[CH:46]=[CH:45][C:44]([Cl:47])=[CH:43][CH:42]=5)[CH2:29][N:30](C(OC(C)(C)C)=O)[CH:31]([CH3:33])[CH3:32])[CH2:22][CH2:21]4)[C:14]=3[C@H:13]([CH3:49])[CH2:12]2)=O)=CC=1)([O-])=O.[OH-].[Li+]>C1COCC1.O.CCOC(C)=O>[ClH:47].[ClH:47].[Cl:47][C:44]1[CH:45]=[CH:46][C:41]([C@@H:28]([CH2:29][NH:30][CH:31]([CH3:33])[CH3:32])[C:27]([N:23]2[CH2:24][CH2:25][CH2:26][N:20]([C:19]3[C:14]4[C@H:13]([CH3:49])[CH2:12][C@@H:11]([OH:10])[C:15]=4[N:16]=[CH:17][N:18]=3)[CH2:21][CH2:22]2)=[O:48])=[CH:42][CH:43]=1 |f:1.2,3.4,6.7.8|. Procedure details: (5R,7R)-4-(4-((S)-3-(tert-butoxycarbonyl(isopropyl)amino)-2-(4-chlorophenyl)propanoyl)-1,4-diazepan-1-yl)-5-methyl-6,7-dihydro-5H-cyclopenta[d]pyrimidin-7-yl 4-nitrobenzoate (50 mg, 0.069 mmol) was dissolved in a THF/water mixture (1:1, 2 mL), and then solid lithium hydroxide (6 mg, 0.139 mmol) was added. The resultant mixture was stirred at ambient for 16 hours, at which time it was diluted with EtOAc and then washed twice with saturated sodium bicarbonate solution. The organic layer was dried ... Starting materials: O1CC(CC2=C1C=CC=C2)C(=O)O (3,4-dihydro-2H-1-benzopyran-3-carboxylic acid), C(C=C)N (2-propenamine). Solvent: C(C)O (ethanol). Yields the product C(C=C)NC(=O)C1COC2=C(C1)C=CC=C2 (3,4-Dihydro-N-(2-propenyl)-2H-1-benzopyran-3-carboxamide). Reaction SMILES: [O:1]1[C:6]2[CH:7]=[CH:8][CH:9]=[CH:10][C:5]=2[CH2:4][CH:3]([C:11]([OH:13])=O)[CH2:2]1.[CH2:14]([NH2:17])[CH:15]=[CH2:16]>C(O)C>[CH2:14]([NH:17][C:11]([CH:3]1[CH2:4][C:5]2[CH:10]=[CH:9][CH:8]=[CH:7][C:6]=2[O:1][CH2:2]1)=[O:13])[CH:15]=[CH2:16]. Procedure: A solution of 5 g of 2A and 5.7 g of 2-propenamine in 50 ml of ethanol was refluxed for 6 days. Stripping of the solvent, followed by charcoal treatment of the product and recrystallization of the treated product from ether-hexane, gave 2, as white crystals, mp: 114.5°-115.5° C.